Dataset: the Open Reaction Database (ORD), a public repository of structured organic reaction records. Task: describe an organic reaction: reactants, conditions, products, and yield The reactants are [BH4-], CCOC(C)=O, CO, COc1ccc(-n2cnnn2)cc1C(=O)O, Cl, [Li+], O=N[O-], [Na+], C1CCOC1, O. The product is COc1ccc(-n2cnnn2)cc1CO. RXN SMILES: [BH4-:1].[CH3:30][CH2:31][O:32][C:33](=[O:34])[CH3:35].[CH3:36][OH:37].[CH3:3][O:4][c:5]1[c:6]([C:7](=[O:8])[OH:9])[cH:10][c:11](-[n:14]2[n:15][n:16][n:17][cH:18]2)[cH:12][cH:13]1.[ClH:19].[Li+:2].[N:20]([O-:21])=[O:22].[Na+:23].[O:24]1[CH2:25][CH2:26][CH2:27][CH2:28]1.[OH2:29]>>[CH3:3][O:4][c:5]1[c:6]([CH2:7][OH:8])[cH:10][c:11](-[n:14]2[n:15][n:16][n:17][cH:18]2)[cH:12][cH:13]1. The reactants are O (water), N (ammonia), S (hydrogen sulfide), C(C)(C)(C)OC(=O)NCC#N ((tert-butoxycarbonylamino)acetonitrile). Run in CO (methanol). Product: C(C)(C)(C)OC(=O)NCC(N)=S ((tert-butoxycarbonyl-amino)acetothioamide). The yield is 75.7%. RXN SMILES: N.[SH2:2].[C:3]([O:7][C:8]([NH:10][CH2:11][C:12]#[N:13])=[O:9])([CH3:6])([CH3:5])[CH3:4].O>CO>[C:3]([O:7][C:8]([NH:10][CH2:11][C:12](=[S:2])[NH2:13])=[O:9])([CH3:6])([CH3:5])[CH3:4]. Procedure details: 25 g of ammonia gas and 50 g of hydrogen sulfide gas were successively dissolved in 230 ml of methanol with ice-cooling and stirring. To this was added 71.45 g of (tert-butoxycarbonylamino)acetonitrile, and the mixture was stirred overnight at room temperature. The reaction solution was cooled with ice. To this was slowly added 500 ml of water, and the mixture was stirred for an additional 2 hours with ice- cooling. The crystals precipitated were collected by filtration, washed with 300 ml of co... Starting materials: [N+](=O)([O-])C1=C(OCC(=O)OCC)C=CC(=C1)NC(=O)OC(C)(C)C (Ethyl 2-(2-nitro-4-(1,1-dimethylethoxycarbonylamino)phenoxy)acetate), CCOC(=O)C (EtOAc), Cl (HCl). Conditions: temperature 0 celsius. The product is C(C)C(C(=O)O)OC1=C(C=C(C=C1)N)[N+](=O)[O-] (ethyl 2-(2-nitro-4-aminophenoxy)acetic acid). Reaction SMILES: [N+:1]([C:4]1[CH:16]=[C:15]([NH:17]C(OC(C)(C)C)=O)[CH:14]=[CH:13][C:5]=1[O:6][CH2:7][C:8]([O:10]CC)=[O:9])([O-:3])=[O:2].Cl.[CH3:26][CH2:27]OC(C)=O>>[CH2:26]([CH:7]([O:6][C:5]1[CH:13]=[CH:14][C:15]([NH2:17])=[CH:16][C:4]=1[N+:1]([O-:3])=[O:2])[C:8]([OH:10])=[O:9])[CH3:27]. Reported procedure: A solution of 5-2 (0.3 g, 0.88 mmol) was dissolved in EtOAc (10 mL), cooled to -78° C. and saturated with HCl gas, warmed to 0° C. for 1 hour and concentrated to give ethyl 2-(2-nitro-4-aminophenoxy)acetic acid as a white solid that was coupled immediately (0.26 g, 0.88 mmol) to 1-5 (0.29 g, 0.95 mmol) as described for 5--5 to give 5-9 as a yellow solid after chromatography in a gradient of 40 to 100% EtOAc/hexanes. Starting materials: CCC(=O)OC1CCC2C3C(C)CC4=CC(=O)CC(C)C4(CO)C3CCC12C, CCC(=O)OC1CCC2C3CCC4=CC(=O)CC(C)C4(CO)C3CCC12C. Yields the product CCC(=O)OC1CCC2C3C(C)CC4=CC(=O)CC(C)C4(C=O)C3CCC12C. Reaction SMILES: [C:1]([CH2:2][CH3:3])(=[O:4])[O:5][CH:6]1[C:7]2([CH3:8])[CH:9]([CH2:10][CH2:11]1)[CH:12]1[CH:13]([CH3:28])[CH2:14][C:15]3=[CH:16][C:17](=[O:27])[CH2:18][CH:19]([CH3:26])[C:20]3([CH2:21][OH:22])[CH:23]1[CH2:24][CH2:25]2.[C:29]([O:30][CH:31]1[CH2:32][CH2:33][CH:34]2[CH:35]3[CH:36]([CH2:37][CH2:38][C:39]12[CH3:40])[C:41]1([CH2:42][OH:43])[C:44](=[CH:45][C:46](=[O:47])[CH2:48][CH:49]1[CH3:50])[CH2:51][CH2:52]3)(=[O:53])[CH2:54][CH3:55]>>[C:1]([CH2:2][CH3:3])(=[O:4])[O:5][CH:6]1[C:7]2([CH3:8])[CH:9]([CH2:10][CH2:11]1)[CH:12]1[CH:13]([CH3:28])[CH2:14][C:15]3=[CH:16][C:17](=[O:27])[CH2:18][CH:19]([CH3:26])[C:20]3([CH:21]=[O:22])[CH:23]1[CH2:24][CH2:25]2. Reactants: N1=C(N=CC=C1)C=1C(=NC=CC1)C(=O)O (3-(pyrimidin-2-yl)pyridine-2-carboxylic acid), CC1(C(CCC1)N)NC1=NC=C(C=N1)C(F)(F)F (1-methyl-1-N-[5-(trifluoromethyl)pyrimidin-2-yl]cyclopentane-1,2-diamine), CC1(C(CCC1)N)NC1=NC=C(C=N1)C(F)(F)F (1-methyl-1-N-[5-(trifluoromethyl)pyrimidin-2-yl]cyclopentane-1,2-diamine), N1=NN(C2=NC=CC=C21)O (3H-[1,2,3]triazolo[4,5-b]pyridin-3-ol), C(CCl)Cl (EDC), CCN(C(C)C)C(C)C (DIPEA). The solvent is C(Cl)Cl (DCM), C(Cl)Cl (DCM). Product: CC1(C(CCC1)NC(=O)C1=NC=CC=C1C1=NC=CC=N1)NC1=NC=C(C=N1)C(F)(F)F (N-(2-Methyl-2-{[5-(trifluoromethyl)pyrimidin-2-yl]amino}cyclopentyl)-3-(pyrimidin-2-yl)pyridine-2-carboxamide). As a reaction SMILES: [N:1]1[CH:6]=[CH:5][CH:4]=[N:3][C:2]=1[C:7]1[C:8]([C:13]([OH:15])=O)=[N:9][CH:10]=[CH:11][CH:12]=1.[CH3:16][C:17]1([NH:23][C:24]2[N:29]=[CH:28][C:27]([C:30]([F:33])([F:32])[F:31])=[CH:26][N:25]=2)[CH2:21][CH2:20][CH2:19][CH:18]1[NH2:22].N1C2C(=NC=CC=2)N(O)N=1.C(Cl)CCl.CCN(C(C)C)C(C)C>C(Cl)Cl>[CH3:16][C:17]1([NH:23][C:24]2[N:25]=[CH:26][C:27]([C:30]([F:33])([F:31])[F:32])=[CH:28][N:29]=2)[CH2:21][CH2:20][CH2:19][CH:18]1[NH:22][C:13]([C:8]1[C:7]([C:2]2[N:1]=[CH:6][CH:5]=[CH:4][N:3]=2)=[CH:12][CH:11]=[CH:10][N:9]=1)=[O:15]. Procedure details: A solution of 3-(pyrimidin-2-yl)pyridine-2-carboxylic acid (CAS number 1228431-21-7; 80 mg, 0.40 mmol), 1-methyl-1-N-[5-(trifluoromethyl)pyrimidin-2-yl]cyclopentane-1,2-diamine (Intermediate 50; 103 mg, 0.40 mmol), 3H-[1,2,3]triazolo[4,5-b]pyridin-3-ol (81 mg, 0.60 mmol), EDC (114 mg, 0.60 mmol) and DIPEA (0.208 ml, 1.19 mmol) in DCM (4 ml) was stirred at room temperature for 4 days. The reaction was diluted with DCM (5 ml) and a saturated solution of sodium bicarbonate (5 ml), filtered through ... The reactants are ClC=1C=C(C(=CC1C1=CC=C(C=C1)Cl)N)N (4-chloro-5-(4-chlorophenyl)benzene-1,2-diamine), Cl (hydrogen chloride), FC(C(C(=O)O)(F)F)(F)F (pentafluoropropanoic acid), C([O-])(O)=O.[Na+] (sodium bicarbonate), O (water). Run at temperature 100 celsius, time 8 hour. Yields the product ClC1=CC2=C(NC(=N2)C(C(F)(F)F)(F)F)C=C1C1=CC=C(C=C1)Cl (5-chloro-6-(4-chlorophenyl)-2-(pentafluoroethyl)-1H-1,3-benzodiazole). Yield: 40.0%. As a reaction SMILES: [Cl:1][C:2]1[CH:3]=[C:4]([NH2:16])[C:5]([NH2:15])=[CH:6][C:7]=1[C:8]1[CH:13]=[CH:12][C:11]([Cl:14])=[CH:10][CH:9]=1.Cl.O.C(=O)(O)[O-].[Na+].[F:24][C:25]([F:33])([F:32])[C:26]([F:31])([F:30])[C:27](O)=O>>[Cl:1][C:2]1[C:7]([C:8]2[CH:9]=[CH:10][C:11]([Cl:14])=[CH:12][CH:13]=2)=[CH:6][C:5]2[NH:15][C:27]([C:26]([F:31])([F:30])[C:25]([F:33])([F:32])[F:24])=[N:16][C:4]=2[CH:3]=1 |f:3.4|. Procedure details: To a solution of 4-chloro-5-(4-chlorophenyl)benzene-1,2-diamine (100 mg, 0.40 mmol) in pentafluoropropanoic acid (5 ml) was added hydrogen chloride (conc) (1 ml). The resulting solution was stirred overnight at 100° C. and then poured into water (50 ml), adjusted pH value of the solution to 8 with sodium bicarbonate (sat). The resulting solution was extracted with ethyl acetate (3×30 ml), combined and dried over anhydrous magnesium sulfate and concentrated under vacuum to give a residue, which w... Starting materials: ClC1=CC=C2C(=CC=NC2=C1)N1CCNCC1 (7-Chloro-4-(piperazin-1-yl)quinoline), C1(=CC=C(C=C1)N=C=O)C (p-tolyl isocyanate). Run in C(Cl)Cl (CH2Cl2). Yields the product ClC1=CC=C2C(=CC=NC2=C1)N1CCN(CC1)C(=O)NC1=CC=C(C=C1)C (7-Chloro-4-[4-(4-methylphenylaminocarbonyl)piperazin-1-yl]quinoline). As a reaction SMILES: [Cl:1][C:2]1[CH:11]=[C:10]2[C:5]([C:6]([N:12]3[CH2:17][CH2:16][NH:15][CH2:14][CH2:13]3)=[CH:7][CH:8]=[N:9]2)=[CH:4][CH:3]=1.[C:18]1([CH3:27])[CH:23]=[CH:22][C:21]([N:24]=[C:25]=[O:26])=[CH:20][CH:19]=1>C(Cl)Cl>[Cl:1][C:2]1[CH:11]=[C:10]2[C:5]([C:6]([N:12]3[CH2:17][CH2:16][N:15]([C:25]([NH:24][C:21]4[CH:22]=[CH:23][C:18]([CH3:27])=[CH:19][CH:20]=4)=[O:26])[CH2:14][CH2:13]3)=[CH:7][CH:8]=[N:9]2)=[CH:4][CH:3]=1. Reported procedure: 7-Chloro-4-(piperazin-1-yl)quinoline (62 mg, 0.25 mmol) and p-tolyl isocyanate (32 μL, 0.25 mmol) in CH2Cl2 (5 mL) are reacted according to method C yielding the title product as a colorless solid. Reaction SMILES: [C:28]([CH3:29])([CH3:30])([CH3:31])[Li:32].[CH3:33][CH2:34][CH2:35][CH2:36][CH3:37].[c:1]1([CH:7]([CH2:8][N:9]2[CH2:10][CH2:11][C:12](=[O:15])[CH2:13][CH2:14]2)[c:16]2[cH:17][cH:18][cH:19][cH:20][cH:21]2)[cH:2][cH:3][cH:4][cH:5][cH:6]1.[cH:22]1[cH:23][cH:24][cH:25][cH:26][cH:27]1>>[c:1]1([CH:7]([CH2:8][N:9]2[CH2:10][CH2:11][C:12]([OH:15])([C:28]([CH3:29])([CH3:30])[CH3:31])[CH2:13][CH2:14]2)[c:16]2[cH:17][cH:18][cH:19][cH:20][cH:21]2)[cH:2][cH:3][cH:4][cH:5][cH:6]1. The reactants are [Li]C(C)(C)C, CCCCC, O=C1CCN(CC(c2ccccc2)c2ccccc2)CC1, c1ccccc1. The product is CC(C)(C)C1(O)CCN(CC(c2ccccc2)c2ccccc2)CC1.